From a dataset of the Open Reaction Database (ORD), a public repository of structured organic reaction records. describe an organic reaction: reactants, conditions, products, and yield The reactants are BrCc1ccc(Br)cc1, CS(C)=O, [K+], [OH-], O, c1c[nH]cn1. The product is Brc1ccc(Cn2ccnc2)cc1. Reaction SMILES: [Br:12][c:13]1[cH:14][cH:15][c:16]([CH2:17][Br:18])[cH:19][cH:20]1.[CH3:1][S:2](=[O:3])[CH3:4].[K+:6].[OH-:5].[OH2:21].[nH:7]1[cH:8][n:9][cH:10][cH:11]1>>[n:7]1([CH2:17][c:16]2[cH:15][cH:14][c:13]([Br:12])[cH:20][cH:19]2)[cH:8][n:9][cH:10][cH:11]1.